Dataset: the Open Reaction Database (ORD), a public repository of structured organic reaction records. Task: describe an organic reaction: reactants, conditions, products, and yield The reactants are COc1cccc(CCC(=O)c2cn(C(c3ccccc3)(c3ccccc3)c3ccccc3)cn2)c1, CCOC(C)=O. Product: COc1cccc(CCC(=O)c2c[nH]cn2)c1. RXN SMILES: [CH3:1][O:2][c:3]1[cH:4][c:5]([CH2:9][CH2:10][C:11](=[O:12])[c:13]2[n:14][cH:15][n:16]([C:18]([c:19]3[cH:20][cH:21][cH:22][cH:23][cH:24]3)([c:25]3[cH:26][cH:27][cH:28][cH:29][cH:30]3)[c:31]3[cH:32][cH:33][cH:34][cH:35][cH:36]3)[cH:17]2)[cH:6][cH:7][cH:8]1.[CH3:37][CH2:38][O:39][C:40](=[O:41])[CH3:42]>>[CH3:1][O:2][c:3]1[cH:4][c:5]([CH2:9][CH2:10][C:11](=[O:12])[c:13]2[n:14][cH:15][nH:16][cH:17]2)[cH:6][cH:7][cH:8]1. Starting materials: BrBr (bromine), FC1=CC=C(C=C1)CC=1OC=CC1 (2-(4-fluorophenylmethyl)furan), CCCCC (pentane). The solvent is C(Cl)Cl (CH2Cl2), CN(C)C=O (DMF). Run at temperature -10 celsius, time 0.5 hour. Product: BrC=1OC(=CC1)CC1=CC=C(C=C1)F (2-Bromo-5-(4-fluorophenylmethyl)furan). RXN SMILES: [F:1][C:2]1[CH:7]=[CH:6][C:5]([CH2:8][C:9]2[O:10][CH:11]=[CH:12][CH:13]=2)=[CH:4][CH:3]=1.[Br:14]Br.CCCCC>CN(C=O)C.C(Cl)Cl>[Br:14][C:11]1[O:10][C:9]([CH2:8][C:5]2[CH:4]=[CH:3][C:2]([F:1])=[CH:7][CH:6]=2)=[CH:13][CH:12]=1. Procedure: To a -30° C. solution of 2-(4-fluorophenylmethyl)furan, prepared as in step 1 (32.0 g, 0.18 mol) in anhydrous DMF (60 mL) was added a solution of bromine (28.9 g, 0.18 mol) in CH2Cl2 (250 mL). The mixture was stirred for 0.5 hours at -10° C. and poured into pentane (1600 mL). The penlane was then decanted from the dark colored insoluble layer. Evaporation of the pentane gave the crude product which was purified by flash-chromatography on silica gel eluting with penlane to provide 2-Bromo-5-(4-fl... Starting materials: C[C@]12CC[C@H]3[C@H]([C@@H]1CC[C@@H]2O)CCC4=CC(=O)CC[C@]34C (testosterone), Cl.NO (hydroxylamine hydrochloride). The yield is 179.2%. Procedure details: An oxime of testosterone was prepared in accordance with the following procedure. A dry pyridine solution of testosterone (6.95 mmoles) and hydroxylamine hydrochloride (17.4 mmoles) was stirred at room temperature for 48 hours. The pyridine was removed in vacuo and the crystalline residue was recrystallized from methanol-water and from ethanol to yield 1.89 g (89%) of testosterone oxime, mp 207-210, indicated by tlc to be a mixture of the syn and anti oxime isomers. Product: oxime, C[C@]12CC[C@H]3[C@H]([C@@H]1CC[C@@H]2O)CCC4=CC(=O)CC[C@]34C (testosterone), C[C@]12CC[C@H]3[C@H]([C@@H]1CC[C@@H]2O)CCC4=C/C(=N/O)/CC[C@]34C (testosterone oxime). Reaction SMILES: [CH3:1][C@@:2]12[C@@H:10]([OH:11])[CH2:9][CH2:8][C@H:7]1[C@@H:6]1[CH2:12][CH2:13][C:14]3[C@@:20]([CH3:21])([C@H:5]1[CH2:4][CH2:3]2)[CH2:19][CH2:18][C:16](=[O:17])[CH:15]=3.Cl.[NH2:23][OH:24]>N1C=CC=CC=1>[CH3:1][C@@:2]12[C@@H:10]([OH:11])[CH2:9][CH2:8][C@H:7]1[C@@H:6]1[CH2:12][CH2:13][C:14]3[C@@:20]([CH3:21])([C@H:5]1[CH2:4][CH2:3]2)[CH2:19][CH2:18][C:16](=[O:17])[CH:15]=3.[CH3:1][C@@:2]12[C@@H:10]([OH:11])[CH2:9][CH2:8][C@H:7]1[C@@H:6]1[CH2:12][CH2:13][C:14]3[C@@:20]([CH3:21])([C@H:5]1[CH2:4][CH2:3]2)[CH2:19][CH2:18]/[C:16](=[N:23]\[OH:24])/[CH:15]=3 |f:1.2|. Run in N1=CC=CC=C1 (pyridine).